describe an organic reaction: reactants, conditions, products, and yield From a dataset of the Open Reaction Database (ORD), a public repository of structured organic reaction records. Starting materials: N1CC(C1)CC=1N(C2=NC(=NC(=C2N1)N1CCOCC1)N1C(=NC2=C1C=CC=C2)[C@H](C)O)C ((S)-1-[1-(8-azetidin-3-ylmethyl-9-methyl-6-morpholin-4-yl-9H-purin-2-yl)-1H-benzoimidazol-2-yl]ethanol), CCN(C(C)C)C(C)C (DIPEA), C(C(C)C)(=O)Cl (isobutyryl chloride). Run in C1CCOC1 (THF). Conditions: time 1 hour. The product is Si PCC, O[C@@H](C)C1=NC2=C(N1C1=NC(=C3N=C(N(C3=N1)C)CC1CN(C1)C(C(C)C)=O)N1CCOCC1)C=CC=C2 ((S)-1-(3-((2-(2-(1-hydroxyethyl)-1H-benzo[d]imidazol-1-yl)-9-methyl-6-morpholino-9H-purin-8-yl)methyl)azetidin-1-yl)-2-methylpropan-1-one). The yield is 26.5%. As a reaction SMILES: [NH:1]1[CH2:4][CH:3]([CH2:5][C:6]2[N:7]([CH3:33])[C:8]3[C:13]([N:14]=2)=[C:12]([N:15]2[CH2:20][CH2:19][O:18][CH2:17][CH2:16]2)[N:11]=[C:10]([N:21]2[C:25]4[CH:26]=[CH:27][CH:28]=[CH:29][C:24]=4[N:23]=[C:22]2[C@@H:30]([OH:32])[CH3:31])[N:9]=3)[CH2:2]1.CCN(C(C)C)C(C)C.[C:43](Cl)(=[O:47])[CH:44]([CH3:46])[CH3:45]>C1COCC1>[OH:32][C@H:30]([C:22]1[N:21]([C:10]2[N:9]=[C:8]3[C:13]([N:14]=[C:6]([CH2:5][CH:3]4[CH2:4][N:1]([C:43](=[O:47])[CH:44]([CH3:46])[CH3:45])[CH2:2]4)[N:7]3[CH3:33])=[C:12]([N:15]3[CH2:20][CH2:19][O:18][CH2:17][CH2:16]3)[N:11]=2)[C:25]2[CH:26]=[CH:27][CH:28]=[CH:29][C:24]=2[N:23]=1)[CH3:31]. Procedure details: To a solution of (S)-1-[1-(8-azetidin-3-ylmethyl-9-methyl-6-morpholin-4-yl-9H-purin-2-yl)-1H-benzoimidazol-2-yl]ethanol (70 mg, 0.16 mmol) in THF (2 mL) was added DIPEA (30 μL, 0.17 mmol) and isobutyryl chloride (17 μL, 0.16 mmol) and the resulting mixture stirred at r.t. for 1 h. The reaction mixture was partitioned between DCM and sat. aq. NaHCO3, the organic phase dried (phase separator) and concentrated in vacuo. The resulting residue was purified by column chromatography (Si—PCC, MeOH:EtOAc... The reactants are NCCN[C@@H]1CC[C@H](CC1)CC(=O)N[C@@H]1B(OC2=C(C1)C=CC=C2C(=O)O)O ((R)-3-(2-(trans-4-(2-aminoethylamino)cyclohexyl)acetamido)-2-hydroxy-3,4-dihydro-2H-benzo[e][1,2]oxaborinine-8-carboxylic acid), C1(CCCC1)=O (cyclopentanone). Product: C1(CCCC1)NCCN[C@@H]1CC[C@H](CC1)CC(=O)N[C@@H]1B(OC2=C(C1)C=CC=C2C(=O)O)O ((R)-3-(2-(trans-4-(2-(cyclopentylamino)ethylamino)cyclohexyl)acetamido)-2-hydroxy-3,4-dihydro-2H-benzo[e][1,2]oxaborinine-8-carboxylic acid). As a reaction SMILES: [NH2:1][CH2:2][CH2:3][NH:4][C@H:5]1[CH2:10][CH2:9][C@H:8]([CH2:11][C:12]([NH:14][C@H:15]2[CH2:20][C:19]3[CH:21]=[CH:22][CH:23]=[C:24]([C:25]([OH:27])=[O:26])[C:18]=3[O:17][B:16]2[OH:28])=[O:13])[CH2:7][CH2:6]1.[C:29]1(=O)[CH2:33][CH2:32][CH2:31][CH2:30]1>>[CH:29]1([NH:1][CH2:2][CH2:3][NH:4][C@H:5]2[CH2:10][CH2:9][C@H:8]([CH2:11][C:12]([NH:14][C@H:15]3[CH2:20][C:19]4[CH:21]=[CH:22][CH:23]=[C:24]([C:25]([OH:27])=[O:26])[C:18]=4[O:17][B:16]3[OH:28])=[O:13])[CH2:7][CH2:6]2)[CH2:33][CH2:32][CH2:31][CH2:30]1. Procedure: Prepared from (R)-3-(2-(trans-4-(2-aminoethylamino)cyclohexyl)acetamido)-2-hydroxy-3,4-dihydro-2H-benzo[e][1,2]oxaborinine-8-carboxylic acid and cyclopentanone following the procedure described in Example 71. The product was purified using reverse phase HPLC to afford the titled compound. ESI-MS m/z 458 (MH)+.